This data is from the Open Reaction Database (ORD), a public repository of structured organic reaction records. The task is: describe an organic reaction: reactants, conditions, products, and yield Starting materials: Cl.CN(CCCN=C=NCC)C (1-(3-dimethylaminopropyl)-3-ethylcarbodiimide hydrochloride), ON1N=NC2=C1C=CC=C2 (1-hydroxybenzotriazole), CN1CCOCC1 (4-methylmorpholine), N (NH3), NC1=C(C(=O)O)C=C(C=C1)OC (2-amino-5-methoxy-benzoic acid). Solvent: C1CCOC1 (THF), O (Water). Reaction conditions: time 1 hour. Product: NC1=C(C(=O)N)C=C(C=C1)OC (2-amino-5-methoxy-benzamide). As a reaction SMILES: [NH2:1][C:2]1[CH:10]=[CH:9][C:8]([O:11][CH3:12])=[CH:7][C:3]=1[C:4](O)=[O:5].Cl.C[N:15](C)CCCN=C=NCC.ON1C2C=CC=CC=2N=N1.CN1CCOCC1.N>C1COCC1.O>[NH2:1][C:2]1[CH:10]=[CH:9][C:8]([O:11][CH3:12])=[CH:7][C:3]=1[C:4]([NH2:15])=[O:5] |f:1.2|. Procedure: To a suspension of 2-amino-5-methoxy-benzoic acid (5.00 g, 30.0 mmol) in THF (50 mL) were added 1-(3-dimethylaminopropyl)-3-ethylcarbodiimide hydrochloride (7.50 g, 39.0 mmol), 1-hydroxybenzotriazole (4.50 g, 33.0 mmol) and 4-methylmorpholine (3.6 mL, 33.0 mmol) and the reaction mixture was stirred at room temperature for 1 hours. Then, 50% aqueous NH3 (8 mL, 105.0 mmol) was added and the reaction mixture was stirred at room temperature for 16 hours. Water (100 mL) was added and the product was ... Starting materials: Cl[O-].[Na+].[Cl+].Cl[O-] (chlorine sodium hypochlorite), O=C[C@H](O)[C@@H](O)[C@H](O)[C@H](O)CO (glucose). Run at time 2 hour. The product is O=C[C@H](O)[C@@H](O)[C@H](O)[C@H](O)CO (glucose), O=C([C@H](O)[C@@H](O)[C@H](O)[C@H](O)CO)O (gluconic acid). RXN SMILES: Cl[O-:2].[Na+].[Cl+].Cl[O-].[O:7]=[CH:8][C@@H:9]([C@H:11]([C@@H:13]([C@@H:15]([CH2:17][OH:18])[OH:16])[OH:14])[OH:12])[OH:10]>>[O:7]=[CH:8][C@@H:9]([C@H:11]([C@@H:13]([C@@H:15]([CH2:17][OH:18])[OH:16])[OH:14])[OH:12])[OH:10].[O:7]=[C:8]([OH:2])[C@@H:9]([C@H:11]([C@@H:13]([C@@H:15]([CH2:17][OH:18])[OH:16])[OH:14])[OH:12])[OH:10] |f:0.1.2.3,^3:3|. Procedure details: Over two hours, 164 g. of 12% active chlorine sodium hypochlorite solution are added, a quantity corresponding with a molar weight 1:1 with respect to the glucose, by maintaining the pH value between 7.0 and 9.0 and, at the end of the addition, the stirring is continued for other 30 minutes. The control of the accomplished execution is carried out through HPLC or through polarimetric readings. The oxidation of glucose to gluconic acid is obtained, as it can be verified by the 13C NMR spectrum de...